This data is from the Open Reaction Database (ORD), a public repository of structured organic reaction records. The task is: describe an organic reaction: reactants, conditions, products, and yield Starting materials: C(C1=CC=CC=C1)OC=1C=C(C=CC1)C(C=O)(C)C (2-(3-(benzyloxy)phenyl)-2-methylpropanal), N1=CC=CC=C1 (pyridine), C(C)(=O)[O-].[NH4+] (ammonium acetate), C(#N)CC(=O)O (cyanoacetic acid). Solvent: C(C)(=O)OCC (ethyl acetate), C1(=CC=CC=C1)C (toluene). Product: C(C1=CC=CC=C1)OC=1C=C(C=CC1)C(/C=C/C#N)(C)C ((E)-4-(3-(benzyloxy)phenyl)-4-methylpent-2-ene nitrile). Yield: 91.0%. Reaction SMILES: [CH2:1]([O:8][C:9]1[CH:10]=[C:11]([C:15]([CH3:19])([CH3:18])[CH:16]=O)[CH:12]=[CH:13][CH:14]=1)[C:2]1[CH:7]=[CH:6][CH:5]=[CH:4][CH:3]=1.[N:20]1C=CC=[CH:22][CH:21]=1.C([O-])(=O)C.[NH4+].C(CC(O)=O)#N>C1(C)C=CC=CC=1.C(OCC)(=O)C>[CH2:1]([O:8][C:9]1[CH:10]=[C:11]([C:15]([CH3:19])([CH3:18])/[CH:16]=[CH:22]/[C:21]#[N:20])[CH:12]=[CH:13][CH:14]=1)[C:2]1[CH:7]=[CH:6][CH:5]=[CH:4][CH:3]=1 |f:2.3|. Procedure details: To a solution of benzyloxy aldehyde III (320 g, 1.26 mol) in toluene (1.2 L) was added pyridine (600 mL), ammonium acetate (15 g, 0.19 mol) and cyanoacetic acid (200 g, 2.35 mol) and the mixture was refluxed for 72 hours. The reaction was diluted with ethyl acetate (3.5 L), washed with water (2 L) and washed with 1N HCl (until pH of the water layer becomes acidic), washed with brine (1 L) and the organic layer was dried and concentrated under reduced pressure to yield 317 g (91 %) cyanide XXXIV.... The reactants are CC1=CC=CC=2NC(=NC21)CCC (4-Methyl-2-propyl-1H-benzimidazole), [H-].[Na+] (sodium hydride), ClCC=1C=CC2=C(OCC3=C(C2=CC(=O)OCC)C=CC=C3)C1 (Ethyl (3-chloromethyl-6,11-dihydrodibenz[b,e]oxepin-11-yliden)acetate). Solvent: CN(C)C=O (DMF), C1(=CC=CC=C1)C (toluene). Reaction conditions: time 30 minute. Yields the product CC1=CC=CC=2N(C(=NC21)CCC)CC=2C=CC1=C(OCC3=C(C1=CC(=O)OCC)C=CC=C3)C2 (Ethyl [3-(4-methyl-2-propyl-1H-benzimidazol-1-yl) methyl-6,11-dihydrodibenz[b,e]oxepin-11-yliden]acetate). The yield is 60.6%. As a reaction SMILES: [CH3:1][C:2]1[C:10]2[N:9]=[C:8]([CH2:11][CH2:12][CH3:13])[NH:7][C:6]=2[CH:5]=[CH:4][CH:3]=1.[H-].[Na+].Cl[CH2:17][C:18]1[CH:19]=[CH:20][C:21]2[C:27](=[CH:28][C:29]([O:31][CH2:32][CH3:33])=[O:30])[C:26]3[CH:34]=[CH:35][CH:36]=[CH:37][C:25]=3[CH2:24][O:23][C:22]=2[CH:38]=1>CN(C=O)C.C1(C)C=CC=CC=1>[CH3:1][C:2]1[C:10]2[N:9]=[C:8]([CH2:11][CH2:12][CH3:13])[N:7]([CH2:17][C:18]3[CH:19]=[CH:20][C:21]4[C:27](=[CH:28][C:29]([O:31][CH2:32][CH3:33])=[O:30])[C:26]5[CH:34]=[CH:35][CH:36]=[CH:37][C:25]=5[CH2:24][O:23][C:22]=4[CH:38]=3)[C:6]=2[CH:5]=[CH:4][CH:3]=1 |f:1.2|. Reported procedure: 4-Methyl-2-propyl-1H-benzimidazole (464 mg) was dissolved in a mixture of 50 ml of DMF and 80 ml of toluene, and 106.4 mg of sodium hydride (60% oily) was added to the solution under ice cooling, followed by stirring for 30 minutes. To the mixture was added 732 mg of Compound 1-c, and the mixture was heated under reflux for 3 hours. After the solvent was distilled off under reduced pressure, the residue was diluted with ethyl acetate. The organic layer was washed with a saturated aqueous solutio...